Dataset: the Open Reaction Database (ORD), a public repository of structured organic reaction records. Task: describe an organic reaction: reactants, conditions, products, and yield Reactants: N([C@H](CC1=CC=CC=C1)C(=O)O)C(=O)OC(C)(C)C (BocDPheOH), N[C@@H](CCC(C)C)C(=O)OC(=O)C1=CC=CC=C1.Br (HLeuOBz hydrobromide), anhydride, C1(=CC=CC=C1)P(=O)(C1=CC=CC=C1)Cl (diphenylphosphinyl chloride). Product: N([C@H](CC1=CC=CC=C1)C(=O)N[C@@H](CC(C)C)C(=O)OC(=O)C1=CC=CC=C1)C(=O)OC(C)(C)C (BocDPhe-LeuOBz). Yield: 54.0%. As a reaction SMILES: [NH:1]([C:13]([O:15][C:16]([CH3:19])([CH3:18])[CH3:17])=[O:14])[C@@H:2]([C:10]([OH:12])=O)[CH2:3][C:4]1[CH:9]=[CH:8][CH:7]=[CH:6][CH:5]=1.[NH2:20][C@H:21]([C:27]([O:29][C:30]([C:32]1[CH:37]=[CH:36][CH:35]=[CH:34][CH:33]=1)=[O:31])=[O:28])[CH2:22][CH2:23][CH:24](C)C.Br.[C:39]1(P(Cl)(C2C=CC=CC=2)=O)C=CC=CC=1>>[NH:1]([C:13]([O:15][C:16]([CH3:19])([CH3:18])[CH3:17])=[O:14])[C@@H:2]([C:10]([NH:20][C@H:21]([C:27]([O:29][C:30]([C:32]1[CH:33]=[CH:34][CH:35]=[CH:36][CH:37]=1)=[O:31])=[O:28])[CH2:22][CH:23]([CH3:24])[CH3:39])=[O:12])[CH2:3][C:4]1[CH:5]=[CH:6][CH:7]=[CH:8][CH:9]=1 |f:1.2|. Procedure details: Condensation of BocDPheOH (2.65 g.) and HLeuOBz hydrobromide salt (3.02 g.) by the mixed anhydride method using diphenylphosphinyl chloride gave BocDPhe-LeuOBz in 54% yield. Debenzylation of BocDPhe-LeuOBz (2.25 g.) by hydrogenation with palladium catalyst gave BocDPhe-LeuOH in 87% yield. Condensation of BocDPhe-LeuOH (1.50 g.) and HNleNH2 hydrochloride salt (0.667 g.) using dicyclohexylcarbodiimide and N-hydroxysuccinimide gave BocDPhe-Leu-NleNH2 in 60% yield. De-t-butoxycarbonylation of BocDPh...